This data is from the Open Reaction Database (ORD), a public repository of structured organic reaction records. The task is: describe an organic reaction: reactants, conditions, products, and yield Starting materials: CN(C)C=O (DMF), C1CCOC1 (THF), 1a, N1=CN=C2N=CNC2=C1N (adenine). Yields the product compound 1a, C(C)N1C2=NC=NC(=C2N=C1)N (N9 -ethyladenine). Isolated yield 43.0%. Reaction SMILES: [N:1]1[C:9]([NH2:10])=[C:8]2[C:4]([N:5]=[CH:6][NH:7]2)=[N:3][CH:2]=1.CN(C=O)C.[CH2:16]1COC[CH2:17]1>>[CH2:16]([N:5]1[CH:6]=[N:7][C:8]2[C:4]1=[N:3][CH:2]=[N:1][C:9]=2[NH2:10])[CH3:17]. Procedure: Coupling of 2b with adenine in THF in the presence of Ph3P and DEAD formed the desired N9 -substituted derivative 1a in only 5% yield. The low yield may be due to the insolubility of adenine in THF. After replacement of THF with DMF, compound 1a was produced in 43% yield without any detection of the N7 - derivative or the N9 -ethyladenine. Reactants: C(C(C)C)NCCCC[C@H](NS(=O)(=O)C1=CC=C(C=C1)C)C(=O)O (Nε-isobutyl-Nα-(4-methylbenzenesulfonyl)-L-lysine), C(C)(C)(C)OC(=O)N[C@@H]([C@H](OCC1=CC=CC=C1)C)C(=O)O (Nα-tert-butoxycarbonyl-O-benzyl-L-threonine). Product: CC1=CC=C(C=C1)S(=O)(=O)N(CC(C)C)[C@@H](CCCCNC(=O)[C@H]([C@@H](C)OCC2=CC=CC=C2)NC(=O)OC(C)(C)C)C(=O)O (Nα-Isobutyl-Nα-(4-methylbenzenesulfonyl)-Nε-(N′α-tert-butoxycarbonyl-O-benzyl-L-threonyl)-L-lysine), desired material. Isolated yield 98.0%. RXN SMILES: C([NH:5][CH2:6][CH2:7][CH2:8][CH2:9][C@@H:10]([C:22]([OH:24])=[O:23])[NH:11][S:12]([C:15]1[CH:20]=[CH:19][C:18]([CH3:21])=[CH:17][CH:16]=1)(=[O:14])=[O:13])C(C)C.[C:25]([O:29][C:30]([NH:32][C@H:33]([C:44]([OH:46])=O)[C@@H:34]([CH3:43])[O:35][CH2:36][C:37]1[CH:42]=[CH:41][CH:40]=[CH:39][CH:38]=1)=[O:31])([CH3:28])([CH3:27])[CH3:26]>>[CH3:21][C:18]1[CH:17]=[CH:16][C:15]([S:12]([N:11]([C@H:10]([C:22]([OH:24])=[O:23])[CH2:9][CH2:8][CH2:7][CH2:6][NH:5][C:44]([C@@H:33]([NH:32][C:30]([O:29][C:25]([CH3:26])([CH3:27])[CH3:28])=[O:31])[C@H:34]([O:35][CH2:36][C:37]2[CH:38]=[CH:39][CH:40]=[CH:41][CH:42]=2)[CH3:43])=[O:46])[CH2:17][CH:18]([CH3:21])[CH3:19])(=[O:13])=[O:14])=[CH:20][CH:19]=1. Procedure details: The title compound was prepared from Nε-isobutyl-Nα-(4-methylbenzenesulfonyl)-L-lysine (100 mg, 0.29 mmol, example 1, step E) as described in general procedure Bc using commercially available Nα-tert-butoxycarbonyl-O-benzyl-L-threonine (93 mg, 0.3 mmol). The final product was triturated with ether to yield 195 mg (98%) of the desired material. The reactants are COC1=CC=C(CNC2=[N+](C=CC(=C2)OC2=CC=C3CCC(CC3=C2)C(=O)O)[O-])C=C1 (7-({2-[(4-methoxybenzyl)amino]-1-oxidopyridin-4-yl}oxy)-1,2,3,4-tetrahydronaphthalene-2-carboxylic acid), C(C)(C)O (isopropyl alcohol). Procedure details: A mixture of 7-({2-[(4-methoxybenzyl)amino]-1-oxidopyridin-4-yl}oxy)-1,2,3,4-tetrahydronaphthalene-2-carboxylic acid (21.1 g, 0.0502 mol), cyclohexene (100 mL, 0.9 mol) and Pd (10% on Carbon, 4.5 g) in isopropyl alcohol (400 mL, 5 mol) was heated at 85° C. overnight. Additional catalyst (2.5 g) and cyclohexene (30 mL) were added. The mixture was heated at 90° C. overnight and then filtered. The filtrate was concentrated to give 7-({2-[(4-methoxybenzyl)amino]pyridin-4-yl}oxy)-1,2,3,4-tetrahydrona... Solvent: C1=CCCCC1 (cyclohexene), C1=CCCCC1 (cyclohexene). The product is COC1=CC=C(CNC2=NC=CC(=C2)OC2=CC=C3CCC(CC3=C2)C(=O)O)C=C1 (7-({2-[(4-methoxybenzyl)amino]pyridin-4-yl}oxy)-1,2,3,4-tetrahydronaphthalene-2-carboxylic acid). The reagents and catalysts are catalyst, [Pd] (Pd). Conditions: temperature 85 celsius. RXN SMILES: [CH3:1][O:2][C:3]1[CH:31]=[CH:30][C:6]([CH2:7][NH:8][C:9]2[CH:14]=[C:13]([O:15][C:16]3[CH:25]=[C:24]4[C:19]([CH2:20][CH2:21][CH:22]([C:26]([OH:28])=[O:27])[CH2:23]4)=[CH:18][CH:17]=3)[CH:12]=[CH:11][N+:10]=2[O-])=[CH:5][CH:4]=1.C(O)(C)C>[Pd].C1CCCCC=1>[CH3:1][O:2][C:3]1[CH:4]=[CH:5][C:6]([CH2:7][NH:8][C:9]2[CH:14]=[C:13]([O:15][C:16]3[CH:25]=[C:24]4[C:19]([CH2:20][CH2:21][CH:22]([C:26]([OH:28])=[O:27])[CH2:23]4)=[CH:18][CH:17]=3)[CH:12]=[CH:11][N:10]=2)=[CH:30][CH:31]=1. Starting materials: ClCCN1CCCC1, NC(=O)Nc1cc(-c2cccc(O)c2)sc1C(N)=O. The product is NC(=O)Nc1cc(-c2cccc(OCCN3CCCC3)c2)sc1C(N)=O. RXN SMILES: [Cl:20][CH2:21][CH2:22][N:23]1[CH2:24][CH2:25][CH2:26][CH2:27]1.[NH2:1][C:2](=[O:3])[NH:4][c:5]1[c:6]([C:17](=[O:18])[NH2:19])[s:7][c:8](-[c:10]2[cH:11][c:12]([OH:16])[cH:13][cH:14][cH:15]2)[cH:9]1>>[NH2:1][C:2](=[O:3])[NH:4][c:5]1[c:6]([C:17](=[O:18])[NH2:19])[s:7][c:8](-[c:10]2[cH:11][c:12]([O:16][CH2:21][CH2:22][N:23]3[CH2:24][CH2:25][CH2:26][CH2:27]3)[cH:13][cH:14][cH:15]2)[cH:9]1. Starting materials: ClCC(=O)C1=CC=C2C=CN(C2=C1)C(C(C)(C)C)=O (6-Chloroacetyl-1-pivaloylindole), C(=O)(O)[O-].[Na+] (NaHCO3), CNC (N,N-Dimethylamine), [H-].[H-].[H-].[H-].[Li+].[Al+3] (LiAlH4), crude product. Solvent: O (water), C1CCOC1 (THF), C1CCOC1 (THF), C1CCOC1 (THF). Product: CN(C)CCC1=CC=C2C=CNC2=C1 (6-(2-(N,N-Dimethylamino)ethyl)-1H-indole). Isolated yield 87.0%. Reaction SMILES: Cl[CH2:2][C:3]([C:5]1[CH:13]=[C:12]2[C:8]([CH:9]=[CH:10][N:11]2C(=O)C(C)(C)C)=[CH:7][CH:6]=1)=O.C([O-])(O)=O.[Na+].[CH3:25][NH:26][CH3:27].[H-].[H-].[H-].[H-].[Li+].[Al+3]>C1COCC1.O>[CH3:25][N:26]([CH2:2][CH2:3][C:5]1[CH:13]=[C:12]2[C:8]([CH:9]=[CH:10][NH:11]2)=[CH:7][CH:6]=1)[CH3:27] |f:1.2,4.5.6.7.8.9|. Procedure: To a stirred solution of 6-Chloroacetyl-1-pivaloylindole (300 mg, 1.08 mmol) in THF (5 ml) were added successively, at room temperature, NaHCO3 (453.6 mg, 5.4 mmol) and a solution of 2M N,N-Dimethylamine in THF (2.7 ml, 5.4 mmol). The reaction mixture was then refluxed for four hours. After cooling to room temperature, the mixture was diluted with water (15 ml) and the organic layer extracted twice with dichloromethane (2×50 ml). After washing sequentially with water and brine, the organic layer...